From a dataset of the Open Reaction Database (ORD), a public repository of structured organic reaction records. describe an organic reaction: reactants, conditions, products, and yield Starting materials: C=C(Br)C(F)(F)F, O=C([O-])[O-], OB(O)c1cc(Cl)cc(Cl)c1, [K+], [K+], C1CCOC1, O. Yields the product C=C(c1cc(Cl)cc(Cl)c1)C(F)(F)F. As a reaction SMILES: [Br:12][C:13](=[CH2:14])[C:15]([F:16])([F:17])[F:18].[C:19](=[O:20])([O-:21])[O-:22].[Cl:1][c:2]1[cH:3][c:4]([B:9]([OH:10])[OH:11])[cH:5][c:6]([Cl:8])[cH:7]1.[K+:23].[K+:24].[O:25]1[CH2:26][CH2:27][CH2:28][CH2:29]1.[OH2:30]>>[Cl:1][c:2]1[cH:3][c:4]([C:13](=[CH2:14])[C:15]([F:16])([F:17])[F:18])[cH:5][c:6]([Cl:8])[cH:7]1. Reactants: C(CO)O (ethylene glycol), [H-].[Na+] (sodium hydride), O (water), ClC1=C(C(=C(C(=C1C#N)Cl)Cl)Cl)Cl (pentachlorobenzonitrile). Run in O1CCCC1 (tetrahydrofuran), O1CCCC1 (tetrahydrofuran), O1CCCC1 (tetrahydrofuran). Yields the product OCCOC1=C(C(=C(C(=C1C#N)Cl)Cl)Cl)Cl (beta-hydroxyethoxy-tetrachlorobenzonitrile). Reaction SMILES: Cl[C:2]1[C:7]([C:8]#[N:9])=[C:6]([Cl:10])[C:5]([Cl:11])=[C:4]([Cl:12])[C:3]=1[Cl:13].[CH2:14]([OH:17])[CH2:15][OH:16].[H-].[Na+].O>O1CCCC1>[OH:16][CH2:15][CH2:14][O:17][C:2]1[C:7]([C:8]#[N:9])=[C:6]([Cl:10])[C:5]([Cl:11])=[C:4]([Cl:12])[C:3]=1[Cl:13] |f:2.3|. Reported procedure: To solution of 34.4 grams of pentachlorobenzonitrile in tetrahydrofuran was added a mixture of 8.0 grams ethylene glycol, 8.0 grams of a 50% sodium hydride-mineral oil dispersion and 250 ml tetrahydrofuran. The resulting reaction mixture was heated at reflux for one hour and then poured into a large volume of water. Filtration afforded an almost colorless solid which was dissolved in tetrahydrofuran. Treatment with magnesium sulfate followed by filtration and removal of the solvent gave rise to ... The reactants are FC=1C=CC2=C(C(=NCC=3N2C(=NN3)CBr)C3=C(C=CC=C3)F)C1 (8-fluoro-1-(bromomethyl)-6-(o-fluorophenyl)-4H-s-triazolo[4,3-a][1,4]benzodiazepine), C(C)NCC (diethylamine), [I-].[Na+] (sodium iodide). Yields the product C(C)N(CC)CC1=NN=C2N1C1=C(C(=NC2)C2=C(C=CC=C2)F)C=C(C=C1)F (1-[(diethylamino)methyl]-8-fluoro-6-(o-fluorophenyl)-4H-s-triazolo-[4,3-a][1,4]benzodiazepine). Reaction SMILES: [F:1][C:2]1[CH:3]=[CH:4][C:5]2[N:11]3[C:12]([CH2:15]Br)=[N:13][N:14]=[C:10]3[CH2:9][N:8]=[C:7]([C:17]3[CH:22]=[CH:21][CH:20]=[CH:19][C:18]=3[F:23])[C:6]=2[CH:24]=1.[CH2:25]([NH:27][CH2:28][CH3:29])[CH3:26].[I-].[Na+]>>[CH2:25]([N:27]([CH2:15][C:12]1[N:11]2[C:5]3[CH:4]=[CH:3][C:2]([F:1])=[CH:24][C:6]=3[C:7]([C:17]3[CH:22]=[CH:21][CH:20]=[CH:19][C:18]=3[F:23])=[N:8][CH2:9][C:10]2=[N:14][N:13]=1)[CH2:28][CH3:29])[CH3:26] |f:2.3|. Procedure details: In the manner given in Example 1, 8-fluoro-1-(bromomethyl)-6-(o-fluorophenyl)-4H-s-triazolo[4,3-a][1,4]benzodiazepine was reacted with diethylamine in the presence of sodium iodide to give 1-[(diethylamino)methyl]-8-fluoro-6-(o-fluorophenyl)-4H-s-triazolo-[4,3-a][1,4]benzodiazepine. Product: Fc1ccc(C(CCCN2CCC(Oc3c(F)c(F)c(F)c(F)c3F)CC2)c2ccc(F)cc2)cc1. Reactants: O=C([O-])O, CN(C)C=O, Fc1ccc(C(CCCCl)c2ccc(F)cc2)cc1, Fc1c(F)c(F)c(OC2CCNCC2)c(F)c1F, [Na+]. Reaction SMILES: [C:1](=[O:2])([OH:3])[O-:4].[CH3:43][N:44]([CH3:45])[CH:46]=[O:47].[F:24][c:25]1[cH:26][cH:27][c:28]([CH:31]([CH2:32][CH2:33][CH2:34][Cl:35])[c:36]2[cH:37][cH:38][c:39]([F:42])[cH:40][cH:41]2)[cH:29][cH:30]1.[F:6][c:7]1[c:8]([O:9][CH:10]2[CH2:11][CH2:12][NH:13][CH2:14][CH2:15]2)[c:16]([F:23])[c:17]([F:22])[c:18]([F:21])[c:19]1[F:20].[Na+:5]>>[F:6][c:7]1[c:8]([O:9][CH:10]2[CH2:11][CH2:12][N:13]([CH2:34][CH2:33][CH2:32][CH:31]([c:28]3[cH:27][cH:26][c:25]([F:24])[cH:30][cH:29]3)[c:36]3[cH:37][cH:38][c:39]([F:42])[cH:40][cH:41]3)[CH2:14][CH2:15]2)[c:16]([F:23])[c:17]([F:22])[c:18]([F:21])[c:19]1[F:20]. Starting materials: Br, CCn1cc(C(=O)O)c(=O)c2cc(F)c(-c3csc(CNC)n3)c(OC)c21, CC(=O)O. The product is CCn1cc(C(=O)O)c(=O)c2cc(F)c(-c3csc(CNC)n3)c(O)c21. RXN SMILES: [BrH:28].[CH2:1]([CH3:2])[n:3]1[cH:4][c:5]([C:25](=[O:26])[OH:27])[c:6](=[O:24])[c:7]2[cH:8][c:9]([F:23])[c:10](-[c:15]3[n:16][c:17]([CH2:20][NH:21][CH3:22])[s:18][cH:19]3)[c:11]([O:13][CH3:14])[c:12]12.[CH3:29][C:30](=[O:31])[OH:32]>>[CH2:1]([CH3:2])[n:3]1[cH:4][c:5]([C:25](=[O:26])[OH:27])[c:6](=[O:24])[c:7]2[cH:8][c:9]([F:23])[c:10](-[c:15]3[n:16][c:17]([CH2:20][NH:21][CH3:22])[s:18][cH:19]3)[c:11]([OH:13])[c:12]12. The reactants are Cl (hydrogen chloride), N1(CCCC1)CCN1C(=NC(=C1)C1CCOCC1)C1CCN(CC1)C(=O)OC(C)(C)C (tert-butyl 4-(1-(2-(pyrrolidin-1-yl)ethyl)-4-(tetrahydro-2H-pyran-4-yl)-1H-imidazol-2-yl)piperidine-1-carboxylate). The solvent is C(C)(C)O (isopropyl alcohol), C(C)(C)O (isopropyl alcohol). Run at temperature 50 celsius, time 6 hour. Yields the product N1(CCCC1)CCN1C(=NC(=C1)C1CCOCC1)C1CCNCC1 (4-(1-(2-pyrrolidin-1-yl-ethyl)-4-(tetrahydro-pyran-4-yl)-1H-imidazol-2-yl)-piperidine). Isolated yield 89.7%. RXN SMILES: Cl.[N:2]1([CH2:7][CH2:8][N:9]2[CH:13]=[C:12]([CH:14]3[CH2:19][CH2:18][O:17][CH2:16][CH2:15]3)[N:11]=[C:10]2[CH:20]2[CH2:25][CH2:24][N:23](C(OC(C)(C)C)=O)[CH2:22][CH2:21]2)[CH2:6][CH2:5][CH2:4][CH2:3]1>C(O)(C)C>[N:2]1([CH2:7][CH2:8][N:9]2[CH:13]=[C:12]([CH:14]3[CH2:19][CH2:18][O:17][CH2:16][CH2:15]3)[N:11]=[C:10]2[CH:20]2[CH2:21][CH2:22][NH:23][CH2:24][CH2:25]2)[CH2:3][CH2:4][CH2:5][CH2:6]1. Procedure: Add 5 M hydrogen chloride in isopropyl alcohol (112.7 mL, 5.0 eq) to a solution of tert-butyl 4-(1-(2-(pyrrolidin-1-yl)ethyl)-4-(tetrahydro-2H-pyran-4-yl)-1H-imidazol-2-yl)piperidine-1-carboxylate (132.0 g, 274.61 mmol) in isopropyl alcohol (549 mL). Stir the reaction mixture at 50° C. for six hours. Concentrate in vacuo. Dilute with water (1 L) and adjust the pH to 12 with 2 M aqueous sodium hydroxide. Extract with ethyl acetate and dichloromethane. Dry the organics over anhydrous magnesium sul... Reactants: COC1=CC=C(C=O)C=C1 (4-methoxybenzaldehyde), [Cl-].[NH4+] (ammonium chloride), CCCCCC.C(CCC)[Li] (n-butyllithium hexane), C(C1=CC=CC=C1)OC1=C(C=CC(=C1)F)Br (2-benzyloxy-1-bromo-4-fluorobenzene). Run in C1CCOC1 (THF), C1CCOC1 (THF). Run at time 15 minute. Product: C(C1=CC=CC=C1)OC1=C(C=CC(=C1)F)C(O)C1=CC=C(C=C1)OC ((2-Benzyloxy-4-fluorophenyl)-(4-methoxyphenyl)methanol). The yield is 83.5%. RXN SMILES: CCCCCC.C([Li])CCC.[CH2:12]([O:19][C:20]1[CH:25]=[C:24]([F:26])[CH:23]=[CH:22][C:21]=1Br)[C:13]1[CH:18]=[CH:17][CH:16]=[CH:15][CH:14]=1.[CH3:28][O:29][C:30]1[CH:37]=[CH:36][C:33]([CH:34]=[O:35])=[CH:32][CH:31]=1.[Cl-].[NH4+]>C1COCC1>[CH2:12]([O:19][C:20]1[CH:25]=[C:24]([F:26])[CH:23]=[CH:22][C:21]=1[CH:34]([C:33]1[CH:36]=[CH:37][C:30]([O:29][CH3:28])=[CH:31][CH:32]=1)[OH:35])[C:13]1[CH:18]=[CH:17][CH:16]=[CH:15][CH:14]=1 |f:0.1,4.5|. Procedure details: In a nitrogen stream, an n-butyllithium hexane solution (1.59 M, 3.14 mL) was added dropwise to a solution of 2-benzyloxy-1-bromo-4-fluorobenzene (1.4 g, 5.0 mmol) in THF (50 ml) at −78° C. and the mixture was stirred at the same temperature for 15 minutes. To this solution, a solution of 4-methoxybenzaldehyde (680 mg, 4.99 mmol) in THF (15 mL) was added dropwise at −78° C. and the mixture was stirred at the same temperature for 1.5 hours, and then a saturated ammonium chloride aqueous solution ... Starting materials: C1CCOC1, CCOC(C)=O, O=Cc1ccccc1, Cl. Product: CCOC(=O)CC(O)c1ccccc1. As a reaction SMILES: [CH2:16]1[O:17][CH2:18][CH2:19][CH2:20]1.[CH3:10][CH2:11][O:12][C:13]([CH3:14])=[O:15].[CH:1](=[O:2])[c:3]1[cH:4][cH:5][cH:6][cH:7][cH:8]1.[ClH:9]>>[CH:1]([OH:2])([c:3]1[cH:4][cH:5][cH:6][cH:7][cH:8]1)[CH2:14][C:13]([O:12][CH2:11][CH3:10])=[O:15].